Dataset: the Open Reaction Database (ORD), a public repository of structured organic reaction records. Task: describe an organic reaction: reactants, conditions, products, and yield Starting materials: N=C1NC(C2=CC=CC=C12)=N (diiminoisoindoline), ( XXXII ), C1(=NNCCCCCCCC1)C1=CCCCCCCCCC1 (diazabicycloundecene), ( XXIII ). Reagents/catalysts: [Ni](Cl)Cl (nickel chloride). The solvent is n-amylalcohol, CO (methanol). Product: C=1C=CC=2C(C1)=C3NC2N=C4C=5C=CC=CC5C(=N4)N=C6C=7C=CC=CC7C(N6)=NC=8C=9C=CC=CC9C(=N3)N8 (phthalocyanine). The yield is 28.5%. Reaction SMILES: [NH:1]=[C:2]1[C:10]2[C:5](=[CH:6][CH:7]=[CH:8][CH:9]=2)[C:4](=[NH:11])[NH:3]1.C1(C2CCCCCCCCCC=2)[CH2:22][CH2:21][CH2:20][CH2:19][CH2:18][CH2:17][CH2:16][CH2:15][NH:14]N=1>[Ni](Cl)Cl.CO>[CH:8]1[CH:7]=[CH:6][C:5]2[C:10](=[C:2]3[N:1]=[C:15]4[N:14]=[C:22]([C:21]5[CH:20]=[CH:19][CH:18]=[CH:17][C:16]=54)[N:11]=[C:4]4[NH:3][C:2]([C:10]5[CH:9]=[CH:8][CH:7]=[CH:6][C:5]=54)=[N:1][C:15]4=[N:14][C:22]([C:21]5[CH:20]=[CH:19][CH:18]=[CH:17][C:16]=54)=[N:11][C:4]=2[NH:3]3)[CH:9]=1. Procedure details: In 20 g of n-amylalcohol were dissolved 10 g (0.02865 mole) of the diiminoisoindoline of the formula (XXXII) and 4.36 g (0.02863 mole) of diazabicycloundecene, to which 0.92 g (0.0071 mole) of nickel chloride was added. The mixture was then heated under reflux for 30 hours. The reaction mixture was then cooled to room temperature and poured into 120 ml of methanol. The crystals thus precipitated were washed with a small amount of methanol and the resulting crystals were purified with a chlorofor... The reactants are ClC1=C(C=CC(=C1)N)NC([C@@](C(F)(F)F)(C)O)=O ((R)-N-[2-chloro-4-aminophenyl]-2-hydroxy-2-methyl-3,3,3-trifluoropropanamide), C1(=CC=CC=C1)N=C=O (phenyl isocyanate). The solvent is C(C)OCC (diethyl ether). Conditions: time 22 hour. The product is ClC1=C(C=CC(=C1)NC(=O)NC1=CC=CC=C1)NC([C@@](C(F)(F)F)(C)O)=O ((R)-N-[2-Chloro-4-(3-phenylureido)phenyl]-2-hydroxy-2-methyl-3,3,3-trifluoropropanamide). RXN SMILES: [Cl:1][C:2]1[CH:7]=[C:6]([NH2:8])[CH:5]=[CH:4][C:3]=1[NH:9][C:10](=[O:18])[C@:11]([OH:17])([CH3:16])[C:12]([F:15])([F:14])[F:13].[C:19]1([N:25]=[C:26]=[O:27])[CH:24]=[CH:23][CH:22]=[CH:21][CH:20]=1>C(OCC)C>[Cl:1][C:2]1[CH:7]=[C:6]([NH:8][C:26]([NH:25][C:19]2[CH:24]=[CH:23][CH:22]=[CH:21][CH:20]=2)=[O:27])[CH:5]=[CH:4][C:3]=1[NH:9][C:10](=[O:18])[C@:11]([OH:17])([CH3:16])[C:12]([F:13])([F:15])[F:14]. Reported procedure: A mixture of (R)-N-[2-chloro-4-aminophenyl]-2-hydroxy-2-methyl-3,3,3-trifluoropropanamide (Example 208) (0.198 g) and phenyl isocyanate (0.09 ml) in diethyl ether (10 ml) was stirred for 22 hours then evaporated to dryness. The residue was partitioned between water (25 ml) and ethyl acetate (50 ml). The organic phase was washed with brine (25 ml), dried and concentrated by evaporation to give the title compound (170 mg) as a foam. NMR: 1.66 (s, 3H), 7.04 (t, 1H), 7.35 (m, 3H), 7.52 (d, 1H), 7.71...